This data is from the Open Reaction Database (ORD), a public repository of structured organic reaction records. The task is: describe an organic reaction: reactants, conditions, products, and yield Reactants: O=S(=O)(Cl)c1cc(F)cc(F)c1, Nc1ccc2[nH]nc(N)c2c1, C1CCOC1, c1ccncc1. Yields the product Nc1n[nH]c2ccc(NS(=O)(=O)c3cc(F)cc(F)c3)cc12. Reaction SMILES: [F:18][c:19]1[cH:20][c:21]([S:26](=[O:27])(=[O:28])[Cl:29])[cH:22][c:23]([F:25])[cH:24]1.[NH2:1][c:2]1[n:3][nH:4][c:5]2[cH:6][cH:7][c:8]([NH2:11])[cH:9][c:10]12.[O:30]1[CH2:31][CH2:32][CH2:33][CH2:34]1.[cH:12]1[cH:13][cH:14][n:15][cH:16][cH:17]1>>[NH2:1][c:2]1[n:3][nH:4][c:5]2[cH:6][cH:7][c:8]([NH:11][S:26]([c:21]3[cH:20][c:19]([F:18])[cH:24][c:23]([F:25])[cH:22]3)(=[O:27])=[O:28])[cH:9][c:10]12. Reactants: C1(=CC=CC=C1)NC(C1=C(C=C(C(=C1)O)O)NC(=O)C1=C(C2=C(S1)C=CC=C2)Cl)=O (N-phenyl-2-[((3-chlorobenzo[b]thien-2-yl)carbonyl)amino]4,5-dihydroxybenzamide), CC(C(=O)Cl)(C)C (trimethylacetyl chloride). Run in C(Cl)Cl (CH2Cl2), N1=CC=CC=C1 (pyridine). Conditions: time 16 hour. Product: OC=1C(=CC=C(C(=O)N)C1)OC(=O)C(C)(C)C (5-hydroxy4-((1,1-dimethylethyl)carbonyl)oxybenzamide), N-phenyl-2-[((3-chlorobenzo b]thien-2-yl)carbonyl)amino. Isolated yield 40.0%. As a reaction SMILES: C1([NH:7][C:8](=[O:30])[C:9]2[CH:14]=[C:13]([OH:15])[C:12]([OH:16])=[CH:11][C:10]=2NC(C2SC3C=CC=CC=3C=2Cl)=O)C=CC=CC=1.[CH3:31][C:32]([CH3:37])([CH3:36])[C:33](Cl)=[O:34]>C(Cl)Cl.N1C=CC=CC=1>[OH:15][C:13]1[C:12]([O:16][C:33]([C:32]([CH3:37])([CH3:36])[CH3:31])=[O:34])=[CH:11][CH:10]=[C:9]([CH:14]=1)[C:8]([NH2:7])=[O:30]. Procedure: To a solution of N-phenyl-2-[((3-chlorobenzo[b]thien-2-yl)carbonyl)amino]4,5-dihydroxybenzamide (0.09 g, 0.21 mmol) in CH2Cl2 (1 mL) and pyridine (1 mL) at 0° C. was added trimethylacetyl chloride (0.027 mL, 0.22 mmol). The solution was allowed to warm to ambient temperature with stirring. After 16 hours, the reaction mixture was partitioned between ethyl acetate and dilute HCl. The organic layer was dried over Na2SO4 and concentrated in vacuo. The resulting oil was purified by flash chromatogra... Starting materials: COc1cc(OC)cc(-c2ccc(Br)c3nccnc23)c1, CN1CCCC1=O, CCOC(C)=O, N#C[Cu]. Yields the product COc1cc(OC)cc(-c2ccc(C#N)c3nccnc23)c1. As a reaction SMILES: [Br:1][c:2]1[c:3]2[n:4][cH:5][cH:6][n:7][c:8]2[c:9](-[c:12]2[cH:13][c:14]([O:20][CH3:21])[cH:15][c:16]([O:18][CH3:19])[cH:17]2)[cH:10][cH:11]1.[CH3:25][N:26]1[CH2:27][CH2:28][CH2:29][C:30]1=[O:31].[CH3:32][CH2:33][O:34][C:35]([CH3:36])=[O:37].[Cu:22][C:23]#[N:24]>>[c:2]1([C:23]#[N:24])[c:3]2[n:4][cH:5][cH:6][n:7][c:8]2[c:9](-[c:12]2[cH:13][c:14]([O:20][CH3:21])[cH:15][c:16]([O:18][CH3:19])[cH:17]2)[cH:10][cH:11]1. Starting materials: CS(C)=O, O=C(NCc1cn(-c2ccc(-n3ccccc3=O)cc2F)cn1)c1ccc(Cl)s1, O=C1CNCCN1. Product: O=C1CN(c2cc(-n3ccccc3=O)ccc2-n2cnc(CNC(=O)c3ccc(Cl)s3)c2)CCN1. As a reaction SMILES: [CH3:37][S:38]([CH3:39])=[O:40].[Cl:1][c:2]1[cH:3][cH:4][c:5]([C:7](=[O:8])[NH:9][CH2:10][c:11]2[n:12][cH:13][n:14](-[c:16]3[c:17]([F:29])[cH:18][c:19](-[n:22]4[c:23](=[O:28])[cH:24][cH:25][cH:26][cH:27]4)[cH:20][cH:21]3)[cH:15]2)[s:6]1.[O:30]=[C:31]1[NH:32][CH2:33][CH2:34][NH:35][CH2:36]1>>[Cl:1][c:2]1[cH:3][cH:4][c:5]([C:7](=[O:8])[NH:9][CH2:10][c:11]2[n:12][cH:13][n:14](-[c:16]3[c:17]([N:35]4[CH2:34][CH2:33][NH:32][C:31](=[O:30])[CH2:36]4)[cH:18][c:19](-[n:22]4[c:23](=[O:28])[cH:24][cH:25][cH:26][cH:27]4)[cH:20][cH:21]3)[cH:15]2)[s:6]1. Reactants: Cl.C1(CCCCCCCCC1)N1CCC2(C(NCN2C2=CC=CC=C2)=O)CC1 (8-cyclodecyl-1-phenyl-1,3,8-triaza-spiro[4,5]decan-4-one hydrochloride), CN(C(CCl)=O)C (N,N-dimethyl-2-chioroacetamide). Yields the product Cl.C1(CCCCCCCCC1)N1CCC2(C(N(CN2C2=CC=CC=C2)CC(=O)N(C)C)=O)CC1 (2-(8-Cyclodecyl-4-oxo-1-phenyl-1,3,8-triaza-spiro[4,5]dec-3-yl)-N,N-dimethyl-acetamide hydrochloride). Reaction SMILES: Cl.[CH:2]1([N:12]2[CH2:28][CH2:27][C:15]3([N:19]([C:20]4[CH:25]=[CH:24][CH:23]=[CH:22][CH:21]=4)[CH2:18][NH:17][C:16]3=[O:26])[CH2:14][CH2:13]2)[CH2:11][CH2:10][CH2:9][CH2:8][CH2:7][CH2:6][CH2:5][CH2:4][CH2:3]1.[CH3:29][N:30]([CH3:35])[C:31](=[O:34])[CH2:32][Cl:33]>>[ClH:33].[CH:2]1([N:12]2[CH2:28][CH2:27][C:15]3([N:19]([C:20]4[CH:21]=[CH:22][CH:23]=[CH:24][CH:25]=4)[CH2:18][N:17]([CH2:32][C:31]([N:30]([CH3:35])[CH3:29])=[O:34])[C:16]3=[O:26])[CH2:14][CH2:13]2)[CH2:11][CH2:10][CH2:9][CH2:8][CH2:7][CH2:6][CH2:5][CH2:4][CH2:3]1 |f:0.1,3.4|. Procedure details: The title compound, white solid, m. p. 145° C. and MS: m/e=455.6 (M+H+) was prepared in accordance with the general method of example 24 from 8-cyclodecyl-1-phenyl-1,3,8-triaza-spiro[4,5]decan-4-one hydrochloride and N,N-dimethyl-2-chioroacetamide. Reactants: ClC=1C=C(C=CC1)C1=C(C(=CC=C1OC)CC=1C=CC(=NC1)C(C)N)F (1-[5-(3′-Chloro-2-fluoro-6-methoxy-biphenyl-3-ylmethyl)-pyridin-2-yl]-ethylamine), O1CCOCC1 (1,4-dioxane), Cl (HCl). Solvent: C(C)OCC (diethyl ether), C(C)OCC (diethyl ether). Run at time 15 minute. The product is Cl.Cl.ClC=1C=C(C=CC1)C1=C(C(=CC=C1OC)CC=1C=CC(=NC1)C(C)N)F (1-[5-(3′-Chloro-2-fluoro-6-methoxy-biphenyl-3-ylmethyl)-pyridin-2-yl]-ethylamine dihydrochloride). Isolated yield 71.0%. As a reaction SMILES: [Cl:1][C:2]1[CH:3]=[C:4]([C:8]2[C:13]([O:14][CH3:15])=[CH:12][CH:11]=[C:10]([CH2:16][C:17]3[CH:18]=[CH:19][C:20]([CH:23]([NH2:25])[CH3:24])=[N:21][CH:22]=3)[C:9]=2[F:26])[CH:5]=[CH:6][CH:7]=1.O1CCOCC1.[ClH:33]>C(OCC)C>[ClH:1].[ClH:33].[Cl:1][C:2]1[CH:3]=[C:4]([C:8]2[C:13]([O:14][CH3:15])=[CH:12][CH:11]=[C:10]([CH2:16][C:17]3[CH:18]=[CH:19][C:20]([CH:23]([NH2:25])[CH3:24])=[N:21][CH:22]=3)[C:9]=2[F:26])[CH:5]=[CH:6][CH:7]=1 |f:4.5.6|. Reported procedure: In an 8 mL vial equipped with a stir bar was placed 1-[5-(3′-Chloro-2-fluoro-6-methoxy-biphenyl-3-ylmethyl)-pyridin-2-yl]-ethylamine (P-606, 115 mg, 0.311 mmol), diethyl ether (3 mL), 1,4-dioxane (300 uL) and 2M HCl in diethyl ether (600 uL). The mixture was stirred at ambient temperature for 15 minutes, the solid was collected, washed with diethyl ether (3 mL) and dried to produce 98 mg of P-606-diHCl as a light tan solid in 71% yield. Reactants: Cc1ccc(NC(=O)OC(C)(C)C)c(C(=O)Nc2ccnc(Cl)c2)n1, CO, Cl. Yields the product Cc1ccc(N)c(C(=O)Nc2ccnc(Cl)c2)n1. RXN SMILES: [C:2]([O:3][C:4](=[O:5])[NH:8][c:9]1[c:10]([C:16]([NH:17][c:18]2[cH:19][c:20]([Cl:24])[n:21][cH:22][cH:23]2)=[O:25])[n:11][c:12]([CH3:15])[cH:13][cH:14]1)([CH3:6])([CH3:7])[CH3:26].[CH3:27][OH:28].[ClH:1]>>[NH2:8][c:9]1[c:10]([C:16]([NH:17][c:18]2[cH:19][c:20]([Cl:24])[n:21][cH:22][cH:23]2)=[O:25])[n:11][c:12]([CH3:15])[cH:13][cH:14]1. Reactants: NC1=C(C(=NO1)C)Br (5-amino-4-bromo-3-methylisoxazole), COC=1C=C(C=CC1)C1=CC=C(S1)S(=O)(=O)Cl (5-(3-methoxyphenyl)thiophene-2-sulfonyl chloride). The product is BrC=1C(=NOC1NS(=O)(=O)C=1SC(=CC1)C1=CC(=CC=C1)OC)C (N-(4-bromo-3-methyl-5-isoxazolyl)-5-(3-methoxyphenyl)thiophene-2-sulfonamide). The yield is 48.0%. Reaction SMILES: [NH2:1][C:2]1[O:6][N:5]=[C:4]([CH3:7])[C:3]=1[Br:8].[CH3:9][O:10][C:11]1[CH:12]=[C:13]([C:17]2[S:21][C:20]([S:22](Cl)(=[O:24])=[O:23])=[CH:19][CH:18]=2)[CH:14]=[CH:15][CH:16]=1>>[Br:8][C:3]1[C:4]([CH3:7])=[N:5][O:6][C:2]=1[NH:1][S:22]([C:20]1[S:21][C:17]([C:13]2[CH:14]=[CH:15][CH:16]=[C:11]([O:10][CH3:9])[CH:12]=2)=[CH:18][CH:19]=1)(=[O:23])=[O:24]. Procedure details: N-(4-bromo-3-methyl-5-isoxazolyl)-5-(3-methoxyphenyl)thiophene-2-sulfonamide was prepared in the same manner as described in Example 2 from 5-amino-4-bromo-3-methylisoxazole and 5-(3-methoxyphenyl)thiophene-2-sulfonyl chloride in 48% yield. This was purified by HPLC (5% CH3CN to 100% CH3CN over 30 min.) to give a solid. Starting materials: C(C1=CC=CC=C1)C1CCN(CC1)C(C(=O)NC1=C(C=C(C=C1)O)C)=O (2-(4-benzyl-piperidin-1-yl)-N-(4-hydroxy-methyl-phenyl)-2-oxo-acetamide), S(=O)(Cl)Cl (thionyl chloride). Run in C(C)OCC (diethylether). The product is C(C1=CC=CC=C1)C1CCN(CC1)C(C(=O)NC1=C(C=C(C=C1)Cl)C)=O (2-(4-Benzyl-piperidin-1-yl)-N-(4-chloro-methyl-phenyl)-2-oxo-acetamide). Reaction SMILES: [CH2:1]([CH:8]1[CH2:13][CH2:12][N:11]([C:14](=[O:26])[C:15]([NH:17][C:18]2[CH:23]=[CH:22][C:21](O)=[CH:20][C:19]=2[CH3:25])=[O:16])[CH2:10][CH2:9]1)[C:2]1[CH:7]=[CH:6][CH:5]=[CH:4][CH:3]=1.S(Cl)([Cl:29])=O>C(OCC)C>[CH2:1]([CH:8]1[CH2:13][CH2:12][N:11]([C:14](=[O:26])[C:15]([NH:17][C:18]2[CH:23]=[CH:22][C:21]([Cl:29])=[CH:20][C:19]=2[CH3:25])=[O:16])[CH2:10][CH2:9]1)[C:2]1[CH:7]=[CH:6][CH:5]=[CH:4][CH:3]=1. Reported procedure: The title compound is prepared from 2-(4-benzyl-piperidin-1-yl)-N-(4-hydroxy-methyl-phenyl)-2-oxo-acetamide (Example 117) and thionyl chloride according to the method described in Example 115. Melting Point: 105-108° C. (diethylether)